This data is from the Open Reaction Database (ORD), a public repository of structured organic reaction records. The task is: describe an organic reaction: reactants, conditions, products, and yield The reactants are COc1ccc(N)cc1, CCO, Clc1ccc2c(Cl)ncnc2c1. The product is Cl, COc1ccc(Nc2ncnc3cc(Cl)ccc23)cc1. As a reaction SMILES: [CH3:13][O:14][c:15]1[cH:16][cH:17][c:18]([NH2:21])[cH:19][cH:20]1.[CH3:22][CH2:23][OH:24].[Cl:1][c:2]1[n:3][cH:4][n:5][c:6]2[cH:7][c:8]([Cl:12])[cH:9][cH:10][c:11]12>>[ClH:1].[c:2]1([NH:21][c:18]2[cH:17][cH:16][c:15]([O:14][CH3:13])[cH:20][cH:19]2)[n:3][cH:4][n:5][c:6]2[cH:7][c:8]([Cl:12])[cH:9][cH:10][c:11]12. Reactants: CN(C)S(=O)(=O)c1ccc(O)cc1, CS(C)=O, N#Cc1cc([N+](=O)[O-])ccc1Cl, [Na+], [OH-], O. Product: CN(C)S(=O)(=O)c1ccc(Oc2ccc([N+](=O)[O-])cc2C#N)cc1. Reaction SMILES: [CH3:1][N:2]([S:3](=[O:4])(=[O:5])[c:6]1[cH:7][cH:8][c:9]([OH:12])[cH:10][cH:11]1)[CH3:13].[CH3:29][S:30]([CH3:31])=[O:32].[Cl:16][c:17]1[c:18]([C:19]#[N:20])[cH:21][c:22]([N+:25](=[O:26])[O-:27])[cH:23][cH:24]1.[Na+:15].[OH-:14].[OH2:28]>>[CH3:1][N:2]([S:3](=[O:4])(=[O:5])[c:6]1[cH:7][cH:8][c:9]([O:12][c:17]2[c:18]([C:19]#[N:20])[cH:21][c:22]([N+:25](=[O:26])[O-:27])[cH:23][cH:24]2)[cH:10][cH:11]1)[CH3:13]. Reactants: ClCCl, COC(=O)CCc1ccc(SCCc2ccc3sc(-c4ccc(C(F)(F)F)cc4)nc3c2)cc1C, CO, [Na+], [OH-], O. The product is Cc1cc(SCCc2ccc3sc(-c4ccc(C(F)(F)F)cc4)nc3c2)ccc1CCC(=O)O. RXN SMILES: [CH2:39]([Cl:40])[Cl:41].[CH3:3][c:4]1[c:5]([CH2:32][CH2:33][C:34](=[O:35])[O:36][CH3:37])[cH:6][cH:7][c:8]([S:10][CH2:11][CH2:12][c:13]2[cH:14][cH:15][c:16]3[c:17]([n:18][c:19](-[c:21]4[cH:22][cH:23][c:24]([C:27]([F:28])([F:29])[F:30])[cH:25][cH:26]4)[s:20]3)[cH:31]2)[cH:9]1.[CH3:42][OH:43].[Na+:2].[OH-:1].[OH2:38]>>[CH3:3][c:4]1[c:5]([CH2:32][CH2:33][C:34](=[O:35])[OH:36])[cH:6][cH:7][c:8]([S:10][CH2:11][CH2:12][c:13]2[cH:14][cH:15][c:16]3[c:17]([n:18][c:19](-[c:21]4[cH:22][cH:23][c:24]([C:27]([F:28])([F:29])[F:30])[cH:25][cH:26]4)[s:20]3)[cH:31]2)[cH:9]1. Starting materials: CN1CCCC1=O, O=CO, CC(C)(C)c1cc(-n2nc3ccc(Cl)cc3n2)c(O)c(C(C)(C)C)c1, Clc1cccc2[nH]nnc12, Cl, [K+], [Na], O=[W](=O)([O-])[O-], [OH-], O, OO, Sc1ccccc1, Cc1ccccc1C. Yields the product CC(C)(C)c1cc(-n2nc3ccc(S(=O)(=O)c4ccccc4)cc3n2)c(O)c(C(C)(C)C)c1. As a reaction SMILES: [CH3:26][N:27]1[CH2:28][CH2:29][CH2:30][C:31]1=[O:32].[CH:43]([OH:44])=[O:45].[Cl:1][c:2]1[cH:3][c:4]2[c:5]([n:6][n:7](-[c:9]3[c:10]([OH:23])[c:11]([C:19]([CH3:20])([CH3:21])[CH3:22])[cH:12][c:13]([C:15]([CH3:16])([CH3:17])[CH3:18])[cH:14]3)[n:8]2)[cH:24][cH:25]1.[Cl:48][c:49]1[c:50]2[n:51][n:52][nH:53][c:54]2[cH:55][cH:56][cH:57]1.[ClH:42].[K+:34].[Na:58].[O-:59][W:60](=[O:61])(=[O:62])[O-:63].[OH-:33].[OH2:72].[OH:46][OH:47].[SH:35][c:36]1[cH:37][cH:38][cH:39][cH:40][cH:41]1.[c:64]1([CH3:65])[c:66]([CH3:67])[cH:68][cH:69][cH:70][cH:71]1>>[c:2]1([S:35](=[O:33])([c:36]2[cH:37][cH:38][cH:39][cH:40][cH:41]2)=[O:46])[cH:3][c:4]2[c:5]([n:6][n:7](-[c:9]3[c:10]([OH:23])[c:11]([C:19]([CH3:20])([CH3:21])[CH3:22])[cH:12][c:13]([C:15]([CH3:16])([CH3:17])[CH3:18])[cH:14]3)[n:8]2)[cH:24][cH:25]1.